This data is from the Open Reaction Database (ORD), a public repository of structured organic reaction records. The task is: describe an organic reaction: reactants, conditions, products, and yield Starting materials: CCOC(=O)c1cc2cccc(Br)c2o1, O=C([O-])[O-], CC(C)c1cc(C(C)C)c(-c2ccccc2P(C2CCCCC2)C2CCCCC2)c(C(C)C)c1, ClCCl, [Cs+], [Cs+], O=C(C=Cc1ccccc1)C=Cc1ccccc1, O=C(C=Cc1ccccc1)C=Cc1ccccc1, O=C(C=Cc1ccccc1)C=Cc1ccccc1, O, [Pd], [Pd], c1ccc(CCN2CCNCC2)nc1. The product is CCOC(=O)c1cc2cccc(N3CCN(CCc4ccccn4)CC3)c2o1. RXN SMILES: [Br:1][c:2]1[cH:3][cH:4][cH:5][c:6]2[cH:7][c:8]([C:11](=[O:12])[O:13][CH2:14][CH3:15])[o:9][c:10]12.[C:30](=[O:31])([O-:32])[O-:33].[CH:36]1([P:37]([CH:38]2[CH2:39][CH2:40][CH2:41][CH2:42][CH2:43]2)[c:44]2[cH:45][cH:46][cH:47][cH:48][c:49]2-[c:50]2[c:51]([CH:52]([CH3:53])[CH3:54])[cH:55][c:56]([CH:57]([CH3:58])[CH3:59])[cH:60][c:61]2[CH:62]([CH3:63])[CH3:64])[CH2:65][CH2:66][CH2:67][CH2:68][CH2:69]1.[Cl:126][CH2:127][Cl:128].[Cs+:34].[Cs+:35].[O:108]=[C:109]([CH:110]=[CH:111][c:112]1[cH:113][cH:114][cH:115][cH:116][cH:117]1)[CH:118]=[CH:119][c:120]1[cH:121][cH:122][cH:123][cH:124][cH:125]1.[O:72]=[C:73]([CH:74]=[CH:75][c:76]1[cH:77][cH:78][cH:79][cH:80][cH:81]1)[CH:82]=[CH:83][c:84]1[cH:85][cH:86][cH:87][cH:88][cH:89]1.[O:90]=[C:91]([CH:92]=[CH:93][c:94]1[cH:95][cH:96][cH:97][cH:98][cH:99]1)[CH:100]=[CH:101][c:102]1[cH:103][cH:104][cH:105][cH:106][cH:107]1.[OH2:129].[Pd:70].[Pd:71].[n:16]1[c:17]([CH2:22][CH2:23][N:24]2[CH2:25][CH2:26][NH:27][CH2:28][CH2:29]2)[cH:18][cH:19][cH:20][cH:21]1>>[c:2]1([N:27]2[CH2:26][CH2:25][N:24]([CH2:23][CH2:22][c:17]3[n:16][cH:21][cH:20][cH:19][cH:18]3)[CH2:29][CH2:28]2)[cH:3][cH:4][cH:5][c:6]2[cH:7][c:8]([C:11](=[O:12])[O:13][CH2:14][CH3:15])[o:9][c:10]12. The product is C1(CC1)C(CC(=O)OC(C)(C)C)(C)NC(=O)C1=NC=C(C(=C1)OCC(F)(F)F)C1CC1 (tert-butyl 3-cyclopropyl-3-[[5-cyclopropyl-4-(2,2,2-trifluoroethoxy)pyridine-2-carbonyl]amino]butanoate). Procedure: The title compound was synthesized in analogy to Example 112e, using 5-Cyclopropyl-4-(2,2,2-trifluoro-ethoxy)-pyridine-2-carboxylic acid (Example 48c) and tert-butyl 3-amino-3-cyclopropyl-butanoate (example 229b) as starting materials and isolated (890 mg, 88%); MS (ESI, m/z): 443.6 (M+H+). Reactants: C1(CC1)C=1C(=CC(=NC1)C(=O)O)OCC(F)(F)F (5-Cyclopropyl-4-(2,2,2-trifluoro-ethoxy)-pyridine-2-carboxylic acid), NC(CC(=O)OC(C)(C)C)(C)C1CC1 (tert-butyl 3-amino-3-cyclopropyl-butanoate). Reaction SMILES: [CH:1]1([C:4]2[C:5]([O:13][CH2:14][C:15]([F:18])([F:17])[F:16])=[CH:6][C:7]([C:10]([OH:12])=O)=[N:8][CH:9]=2)[CH2:3][CH2:2]1.[NH2:19][C:20]([CH:30]1[CH2:32][CH2:31]1)([CH3:29])[CH2:21][C:22]([O:24][C:25]([CH3:28])([CH3:27])[CH3:26])=[O:23]>>[CH:30]1([C:20]([NH:19][C:10]([C:7]2[CH:6]=[C:5]([O:13][CH2:14][C:15]([F:18])([F:17])[F:16])[C:4]([CH:1]3[CH2:2][CH2:3]3)=[CH:9][N:8]=2)=[O:12])([CH3:29])[CH2:21][C:22]([O:24][C:25]([CH3:27])([CH3:26])[CH3:28])=[O:23])[CH2:32][CH2:31]1. The reactants are O=C(Cl)c1cc(F)cc(F)c1, CN1CCC(C(=O)c2cccc(N)c2)CC1. Product: CN1CCC(C(=O)c2cccc(NC(=O)c3cc(F)cc(F)c3)c2)CC1. Reaction SMILES: [F:17][c:18]1[cH:19][c:20]([C:21](=[O:22])[Cl:23])[cH:24][c:25]([F:27])[cH:26]1.[NH2:1][c:2]1[cH:3][c:4]([C:5](=[O:6])[CH:7]2[CH2:8][CH2:9][N:10]([CH3:13])[CH2:11][CH2:12]2)[cH:14][cH:15][cH:16]1>>[NH:1]([c:2]1[cH:3][c:4]([C:5](=[O:6])[CH:7]2[CH2:8][CH2:9][N:10]([CH3:13])[CH2:11][CH2:12]2)[cH:14][cH:15][cH:16]1)[C:21]([c:20]1[cH:19][c:18]([F:17])[cH:26][c:25]([F:27])[cH:24]1)=[O:22]. Reactants: FC(C(=O)NC=1N=C2N(C=C(C=C2)C(C2=CC=CC=C2)=O)C1CC(C)C)(F)F (2-trifluoroacetamido-3-isobutyl-6-benzoyl-imidazo[1,2-a]pyridine). Solvent: CC(OCC)=O (EA). Yields the product NC=1N=C2N(C=C(C=C2)C(C2=CC=CC=C2)=O)C1CC(C)C (2-Amino-3-isobutyl-6-benzoyl-imidazo[1,2-a]pyridine). Reaction SMILES: FC(F)(F)C([NH:5][C:6]1[N:7]=[C:8]2[CH:13]=[CH:12][C:11]([C:14](=[O:21])[C:15]3[CH:20]=[CH:19][CH:18]=[CH:17][CH:16]=3)=[CH:10][N:9]2[C:22]=1[CH2:23][CH:24]([CH3:26])[CH3:25])=O>CC(=O)OCC>[NH2:5][C:6]1[N:7]=[C:8]2[CH:13]=[CH:12][C:11]([C:14](=[O:21])[C:15]3[CH:20]=[CH:19][CH:18]=[CH:17][CH:16]=3)=[CH:10][N:9]2[C:22]=1[CH2:23][CH:24]([CH3:26])[CH3:25]. Procedure: The 2-trifluoroacetamido-3-isobutyl-6-benzoyl-imidazo[1,2-a]pyridine (2.37 g, 6.09 mmol) was converted to product in a manner substantially analogous to Example 67 to yield 1.49 g. (83.5%). EA, MS(FD). Starting materials: ClC1=CC=C(C=C1)C1=CC=C(COC(C(=O)O)(C(F)(F)F)C(F)(F)F)C=C1 (2-[4-(4-chlorophenyl)benzyloxy]-3,3,3-trifluoro-2-trifluoromethylpropionic acid), [H-].[Na+] (sodium hydride), CN(C=O)C (dimethylformamide). Conditions: temperature 100 celsius. The product is CN(C(C(C(F)(F)F)OCC1=CC=C(C=C1)C1=CC=C(C=C1)Cl)=O)C ((±)-N,N-dimethyl-2-[4-(4-chlorophenyl)-benzyloxy]-3,3,3-trifluoropropionamide). As a reaction SMILES: [Cl:1][C:2]1[CH:7]=[CH:6][C:5]([C:8]2[CH:27]=[CH:26][C:11]([CH2:12][O:13][C:14](C(F)(F)F)([C:18]([F:21])([F:20])[F:19])[C:15](O)=[O:16])=[CH:10][CH:9]=2)=[CH:4][CH:3]=1.[H-].[Na+].[CH3:30][N:31](C)[CH:32]=O>>[CH3:30][N:31]([CH3:32])[C:15](=[O:16])[CH:14]([O:13][CH2:12][C:11]1[CH:26]=[CH:27][C:8]([C:5]2[CH:6]=[CH:7][C:2]([Cl:1])=[CH:3][CH:4]=2)=[CH:9][CH:10]=1)[C:18]([F:21])([F:20])[F:19] |f:1.2|. Procedure details: A solution of 2-[4-(4-chlorophenyl)benzyloxy]-3,3,3-trifluoro-2-trifluoromethylpropionic acid (2.06 g.) in dimethylformamide (10 ml.) is added dropwise at 0° C. under argon to a stirred suspension of sodium hydride (216 mg. of a 60% dispersion in oil from which the oil has been washed with light petroleum) in dimethylformamide (15 ml.). The mixture is heated at 100° C. for 18 hours, cooled, and evaporated in vacuo. The residue is mixed with water and the solid obtained (1.8 g.) is washed with wa... The reactants are [H-].[Na+] (sodium hydride), SCCNC(OC(C)(C)C)=O (tert-butyl 2-mercaptoethylcarbamate), ClC=1C=C(C(=O)O)C(=CN1)Cl (2,5-dichloroisonicotinic acid), [H-].[Na+] (sodium hydride), SCCNC(OC(C)(C)C)=O (tert-butyl 2-mercaptoethylcarbamate). The solvent is CN(C=O)C (N,N-dimethylformamide). Run at temperature 60 celsius, time 2 hour. The product is C(C)(C)(C)OC(=O)NCCSC=1C=C(C(=O)O)C(=CN1)Cl (2-({2-[(tert-Butoxycarbonyl)amino]ethyl}thio)-5-chloroisonicotinic acid). As a reaction SMILES: Cl[C:2]1[CH:3]=[C:4]([C:8]([Cl:11])=[CH:9][N:10]=1)[C:5]([OH:7])=[O:6].[H-].[Na+].[SH:14][CH2:15][CH2:16][NH:17][C:18](=[O:24])[O:19][C:20]([CH3:23])([CH3:22])[CH3:21]>CN(C)C=O>[C:20]([O:19][C:18]([NH:17][CH2:16][CH2:15][S:14][C:2]1[CH:3]=[C:4]([C:8]([Cl:11])=[CH:9][N:10]=1)[C:5]([OH:7])=[O:6])=[O:24])([CH3:23])([CH3:22])[CH3:21] |f:1.2|. Procedure: To a solution of 2,5-dichloroisonicotinic acid (1.82 g) in anhydrous N,N-dimethylformamide (10 ml) was added 60% sodium hydride (0.455 g) in small portions. After gas evolution had ceased tert-butyl 2-mercaptoethylcarbamate (1.60 ml) was added. The reaction mixture was then heated at 60° C. under nitrogen for 10 hours. Further amounts of 60% sodium hydride (0.225 g) and tert-butyl 2-mercaptoethylcarbamate (1.60 ml) were then added and heating was continued for 2 hours. The reaction mixture was c... Starting materials: FC1=CC=C(CSCC(=O)OCC)C=C1 (ethyl 2-(4-fluorobenzylthio)acetate), C1=CC(=CC(=C1)Cl)C(=O)OO (m-CPBA). The solvent is C(Cl)Cl (DCM), C(Cl)Cl (DCM). Conditions: time 8 hour. The product is FC1=CC=C(CS(=O)CC(=O)OCC)C=C1 (ethyl 2-(4-fluorobenzylsulfinyl)acetate). Yield: 98.8%. RXN SMILES: [F:1][C:2]1[CH:15]=[CH:14][C:5]([CH2:6][S:7][CH2:8][C:9]([O:11][CH2:12][CH3:13])=[O:10])=[CH:4][CH:3]=1.C1C=C(Cl)C=C(C(OO)=[O:24])C=1>C(Cl)Cl>[F:1][C:2]1[CH:3]=[CH:4][C:5]([CH2:6][S:7]([CH2:8][C:9]([O:11][CH2:12][CH3:13])=[O:10])=[O:24])=[CH:14][CH:15]=1. Procedure details: To a solution of ethyl 2-(4-fluorobenzylthio)acetate (1.89 g, 8.29 mmol) in DCM (20.0 mL) at −40° C. was added a solution of m-CPBA (77%, 1.86 g, 8.29 mmol) in DCM (20.0 mL) dropwise. The solution was stirred from −40° C. to room temperature overnight. The solution was then quenched with polymer bound diethylene triamine. After filtration and concentration, the residue was purified by flash chromatography on SiO2 to give ethyl 2-(4-fluorobenzylsulfinyl)acetate (2.0 g, 98% yield). MS (ESI+): m/z ... The reactants are ClC1=NC=C(C=N1)I (2-chloro-5-iodopyrimidine), N1CCNCC1 (piperazine). Run in CN(C=O)C (dimethylformamide). The product is IC=1C=NC(=NC1)N1CCNCC1 (1(5-iodo-2-pyrimidinyl)piperazine). RXN SMILES: Cl[C:2]1[N:7]=[CH:6][C:5]([I:8])=[CH:4][N:3]=1.[NH:9]1[CH2:14][CH2:13][NH:12][CH2:11][CH2:10]1>CN(C)C=O>[I:8][C:5]1[CH:4]=[N:3][C:2]([N:9]2[CH2:14][CH2:13][NH:12][CH2:11][CH2:10]2)=[N:7][CH:6]=1. Reported procedure: 0.02 mol of 2-chloro-5-iodopyrimidine, 0.06 mol of piperazine and 100 ml of absolute dimethylformamide are heated to 100° for 45 minutes and then evaporated. The crystalline residue is shaken with potassium bicarbonate solution and methylene chloride. The substance contained in the methylene chloride phase is purified by column chromatography over silica gel 60. The amine obtained by elution with methylene chloride/methanol (7:3) is stirred with isopropyl ether and filtered off with suction. Starting materials: O=C1Cc2cc(S(=O)(=O)Cl)ccc2N1, ClCCl, NCc1ccc(F)cc1, c1ccncc1. Product: O=C1Cc2cc(S(=O)(=O)NCc3ccc(F)cc3)ccc2N1. RXN SMILES: [Cl:1][S:2](=[O:3])(=[O:4])[c:5]1[cH:6][c:7]2[c:11]([cH:12][cH:13]1)[NH:10][C:9](=[O:14])[CH2:8]2.[Cl:30][CH2:31][Cl:32].[F:15][c:16]1[cH:17][cH:18][c:19]([CH2:20][NH2:21])[cH:22][cH:23]1.[cH:24]1[cH:25][cH:26][n:27][cH:28][cH:29]1>>[S:2](=[O:3])(=[O:4])([c:5]1[cH:6][c:7]2[c:11]([cH:12][cH:13]1)[NH:10][C:9](=[O:14])[CH2:8]2)[NH:21][CH2:20][c:19]1[cH:18][cH:17][c:16]([F:15])[cH:23][cH:22]1. The reactants are C1CCOC1, CCOC(C)=O, FC(F)(F)c1ccc(-c2cc(C(F)(F)F)n3ncc(C#Cc4ccnc(Cl)c4)c3n2)cc1, c1ccc(P(c2ccccc2)(c2ccccc2)[Pd](P(c2ccccc2)(c2ccccc2)c2ccccc2)(P(c2ccccc2)(c2ccccc2)c2ccccc2)P(c2ccccc2)(c2ccccc2)c2ccccc2)cc1. The product is Cc1cc(C#Cc2cnn3c(C(F)(F)F)cc(-c4ccc(C(F)(F)F)cc4)nc23)ccn1. Reaction SMILES: [CH2:39]1[O:40][CH2:41][CH2:42][CH2:43]1.[CH3:33][CH2:34][O:35][C:36]([CH3:37])=[O:38].[Cl:1][c:2]1[n:3][cH:4][cH:5][c:6]([C:8]#[C:9][c:10]2[cH:11][n:12][n:13]3[c:14]2[n:15][c:16](-[c:23]2[cH:24][cH:25][c:26]([C:29]([F:30])([F:31])[F:32])[cH:27][cH:28]2)[cH:17][c:18]3[C:19]([F:20])([F:21])[F:22])[cH:7]1.[cH:44]1[cH:45][cH:46][c:47]([P:48]([Pd:49]([P:50]([c:51]2[cH:52][cH:53][cH:54][cH:55][cH:56]2)([c:57]2[cH:58][cH:59][cH:60][cH:61][cH:62]2)[c:63]2[cH:64][cH:65][cH:66][cH:67][cH:68]2)([P:69]([c:70]2[cH:71][cH:72][cH:73][cH:74][cH:75]2)([c:76]2[cH:77][cH:78][cH:79][cH:80][cH:81]2)[c:82]2[cH:83][cH:84][cH:85][cH:86][cH:87]2)[P:88]([c:89]2[cH:90][cH:91][cH:92][cH:93][cH:94]2)([c:95]2[cH:96][cH:97][cH:98][cH:99][cH:100]2)[c:101]2[cH:102][cH:103][cH:104][cH:105][cH:106]2)([c:107]2[cH:108][cH:109][cH:110][cH:111][cH:112]2)[c:113]2[cH:114][cH:115][cH:116][cH:117][cH:118]2)[cH:119][cH:120]1>>[c:2]1([CH3:33])[n:3][cH:4][cH:5][c:6]([C:8]#[C:9][c:10]2[cH:11][n:12][n:13]3[c:14]2[n:15][c:16](-[c:23]2[cH:24][cH:25][c:26]([C:29]([F:30])([F:31])[F:32])[cH:27][cH:28]2)[cH:17][c:18]3[C:19]([F:20])([F:21])[F:22])[cH:7]1.